Dataset: the Open Reaction Database (ORD), a public repository of structured organic reaction records. Task: describe an organic reaction: reactants, conditions, products, and yield Procedure details: This compound was prepared analogously to the synthesis of 5-(S)-azidomethyl-3-[4′-methylthio-3′-fluorophenyl]oxazolidine-2-one from 1-bromo-2-fluoroethane (0.109 ml, 1.47 mmol) and 5-(S)-azidomethyl-3-[4′-triphenylmethylthio-3′-fluorophenyl]-oxazolidine-2-one (0.500 g, 0.979 mmol). Yield 0.280 g (91%). MS (m/z): [M+H]+=315. Product: N(=[N+]=[N-])C[C@@H]1CN(C(O1)=O)C1=CC(=C(C=C1)SCCF)F (5-(S)-Azidomethyl-3-[4′-(2″-fluoroethyl)thio-3′-fluorophenyl]oxazolidine-2-one). Reactants: N(=[N+]=[N-])C[C@@H]1CN(C(O1)=O)C1=CC(=C(C=C1)SC)F (5-(S)-azidomethyl-3-[4′-methylthio-3′-fluorophenyl]oxazolidine-2-one), BrCCF (1-bromo-2-fluoroethane), N(=[N+]=[N-])C[C@@H]1CN(C(O1)=O)C1=CC(=C(C=C1)SC(C1=CC=CC=C1)(C1=CC=CC=C1)C1=CC=CC=C1)F (5-(S)-azidomethyl-3-[4′-triphenylmethylthio-3′-fluorophenyl]-oxazolidine-2-one). RXN SMILES: [N:1]([CH2:4][C@H:5]1[O:9][C:8](=[O:10])[N:7]([C:11]2[CH:16]=[CH:15][C:14]([S:17][CH3:18])=[C:13]([F:19])[CH:12]=2)[CH2:6]1)=[N+:2]=[N-:3].BrC[CH2:22][F:23].N(C[C@H]1OC(=O)N(C2C=CC(SC(C3C=CC=CC=3)(C3C=CC=CC=3)C3C=CC=CC=3)=C(F)C=2)C1)=[N+]=[N-]>>[N:1]([CH2:4][C@H:5]1[O:9][C:8](=[O:10])[N:7]([C:11]2[CH:16]=[CH:15][C:14]([S:17][CH2:18][CH2:22][F:23])=[C:13]([F:19])[CH:12]=2)[CH2:6]1)=[N+:2]=[N-:3]. Reactants: C(C)(C)(C)OC(=O)N[C@@H](C[C@@H](C(=O)OC(C)(C)C)CC1=CC=C(C=C1)OCCCF)C(=O)OC(C)(C)C (di-tert-butyl (4S)—N-(tert-butoxycarbonyl)-4-[4-(3-fluoropropoxy)-benzyl]-L-glutamate), COC1=CC=CC=C1 (methoxybenzene). The solvent is FC(C(=O)O)(F)F (trifluoro acetic acid). The product is FCCCOC1=CC=C(C[C@@H](C[C@H](N)C(=O)O)C(=O)O)C=C1 ((4S)-4-[4-(3-Fluoropropoxy)benzyl]-L-glutamic acid). Reaction SMILES: C(OC([NH:8][C@H:9]([C:31]([O:33]C(C)(C)C)=[O:32])[CH2:10][C@H:11]([CH2:19][C:20]1[CH:25]=[CH:24][C:23]([O:26][CH2:27][CH2:28][CH2:29][F:30])=[CH:22][CH:21]=1)[C:12]([O:14]C(C)(C)C)=[O:13])=O)(C)(C)C.COC1C=CC=CC=1>FC(F)(F)C(O)=O>[F:30][CH2:29][CH2:28][CH2:27][O:26][C:23]1[CH:24]=[CH:25][C:20]([CH2:19][C@H:11]([C:12]([OH:14])=[O:13])[CH2:10][C@@H:9]([C:31]([OH:33])=[O:32])[NH2:8])=[CH:21][CH:22]=1. Procedure details: 60 mg (0.11 mmol) of di-tert-butyl (4S)—N-(tert-butoxycarbonyl)-4-[4-(3-fluoropropoxy)-benzyl]-L-glutamate were taken up in 2 mL of trifluoro acetic acid and 1 mL of methoxybenzene and stirred overnight at room temperature. The excess of trifluoro acetic acid was evaporated and the residue was taken up three times in tetrahydrofuran and then evaporated. The resulting oil was chromatographed on C-18 reversed phase silica gel using a water/acetonitrile gradient, the appropriate fractions were comb...